Task: describe an organic reaction: reactants, conditions, products, and yield. Dataset: the Open Reaction Database (ORD), a public repository of structured organic reaction records Reactants: CC1=CC=C(CC#N)C=C1 (4-Methylbenzyl cyanide), [H-].[Al+3].[Li+].[H-].[H-].[H-] (lithium aluminium hydride), [OH-].[Na+] (NaOH), O (water), O (water). The solvent is CCOCC (ether), CCOCC (ether). Yields the product CC1=CC=C(C=C1)CCN (2-(4-methylphenyl)ethanamine). Isolated yield 112.4%. Reaction SMILES: [CH3:1][C:2]1[CH:10]=[CH:9][C:5]([CH2:6][C:7]#[N:8])=[CH:4][CH:3]=1.[H-].[Al+3].[Li+].[H-].[H-].[H-].O.[OH-].[Na+]>CCOCC>[CH3:1][C:2]1[CH:10]=[CH:9][C:5]([CH2:6][CH2:7][NH2:8])=[CH:4][CH:3]=1 |f:1.2.3.4.5.6,8.9|. Procedure details: 4-Methylbenzyl cyanide (10 g) in ether was added dropwise under nitrogen to lithium aluminium hydride (2.9 g) in ether. The solution was refluxed for 1 h at the end of addition. The reaction mixture was cooled, water (3 ml), 2N.NaOH (3 ml), and further water (9 ml) were added, the reaction mixture filtered, the residue washed with chloroform and the combined solvents dried (MgSO4). Evaporation gave 2-(4-methylphenyl)ethanamine (11.59 g). Reactants: C(N)(=O)OCCC=1N(C(=C(N1)C(C)C)SC1=CC(=CC(=C1)Cl)Cl)CC1=C(C=CC=C1)[N+](=O)[O-] (2-(2-Carbamoyloxyethyl)-5-(3,5-dichlorophenylthio)-4-isopropyl-1-(o-nitrobenzyl)-1H-imidazole), ClC=1C=C(C=C(C1)Cl)SC1=C(N=C(N1CC1=C(C=CC=C1)[N+](=O)[O-])CCO)C(C)C (5-(3,5-Dichlorophenylthio)-2-(2-hydroxyethyl)-4-isopropyl-1-o-nitrobenzyl-1H-imidazole), C(N)(=O)OCCC=1N(C(=C(N1)C(C)C)SC1=CC(=CC(=C1)Cl)Cl)CC1=CC=C(C=C1)[N+](=O)[O-] (2-(2-carbamoyloxyethyl)-5-(3,5-dichlorophenylthio)-4-isopropyl-1-(p-nitrobenzyl)-1H-imidazole). The product is ClC=1C=C(C=C(C1)Cl)SC1=C(N=C(N1C)CC#N)C(C)C (5-(3,5-Dichlorophenylthio)-4-isopropyl-1-methyl-1H-imidazol-2-ylacetonitrile). The yield is 87.0%. RXN SMILES: C(O[CH2:5][CH2:6][C:7]1[N:8]([CH2:24]C2C=CC=CC=2[N+]([O-])=O)[C:9]([S:15][C:16]2[CH:21]=[C:20]([Cl:22])[CH:19]=[C:18]([Cl:23])[CH:17]=2)=[C:10]([CH:12]([CH3:14])[CH3:13])[N:11]=1)(=O)N.ClC1C=C(SC2N(CC3C=CC=CC=3[N+]([O-])=O)C(CCO)=[N:45]C=2C(C)C)C=C(Cl)C=1.C(OCCC1N(CC2C=CC([N+]([O-])=O)=CC=2)C(SC2C=C(Cl)C=C(Cl)C=2)=C(C(C)C)N=1)(=O)N>>[Cl:23][C:18]1[CH:17]=[C:16]([S:15][C:9]2[N:8]([CH3:24])[C:7]([CH2:6][C:5]#[N:45])=[N:11][C:10]=2[CH:12]([CH3:14])[CH3:13])[CH:21]=[C:20]([Cl:22])[CH:19]=1. Procedure: 2-(2-Carbamoyloxyethyl)-5-(3,5-dichlorophenylthio)-4-isopropyl-1-(o-nitrobenzyl)-1H-imidazole (128c) was obtained from (126c) by the same synthetic process as that for (128a) in Example 140 (yield 87%). mp 163-165° C. Starting materials: CS(=O)(=O)Cl (Methanesulphonyl chloride), OCC(CO)(CO)CCC (2-hydroxymethyl-2-n-propylpropan-1,3-diol), O (water). Solvent: C(C)OCC (diethyl ether), N1=CC=CC=C1 (pyridine). Run at time 18 hour. Product: CS(=O)(=O)O.CS(=O)(=O)O.CS(=O)(=O)O.OCC(CO)(CO)CCC (2-hydroxymethyl-2-n-propylpropan-1,3-diol trimethanesulphonate). As a reaction SMILES: [CH3:1][S:2](Cl)(=[O:4])=[O:3].[OH:6][CH2:7][C:8]([CH2:13][CH2:14][CH3:15])([CH2:11][OH:12])[CH2:9][OH:10].[OH2:16]>N1C=CC=CC=1.C(OCC)C>[CH3:1][S:2]([OH:4])(=[O:6])=[O:3].[CH3:1][S:2]([OH:4])(=[O:16])=[O:3].[CH3:1][S:2]([OH:4])(=[O:6])=[O:3].[OH:6][CH2:7][C:8]([CH2:13][CH2:14][CH3:15])([CH2:11][OH:12])[CH2:9][OH:10] |f:5.6.7.8|. Reported procedure: Methanesulphonyl chloride (74.0 g) was added dropwise over 30 minutes to a solution of 2-hydroxymethyl-2-n-propylpropan-1,3-diol (28.0 g) in dry pyridine (200 ml) under nitrogen at 0° C. The mixture was allowed to warm to room temperature. After stirring for 18 hours the mixture was poured into water (200 ml) and extracted with chloroform (2×200 ml). The chloroform extracts were washed with water (2×100 ml), dried over anhydrous magnesium sulphate and evaporated in vacuo to give a brown solid. T... The reactants are O (water), OC(C(=O)O)CCCCCCCCCCCCCC (2-Hydroxyhexadecanoic acid), C(Cl)(Cl)Cl (chloroform), C(C)(=O)OC(C)=O (acetic anhydride). Solvent: N1=CC=CC=C1 (pyridine). Reaction conditions: time 12 hour. The product is C(C)(=O)OC(C(=O)O)CCCCCCCCCCCCCC (2-acetoxyhexadecanoic acid). Isolated yield 95.3%. As a reaction SMILES: [OH:1][CH:2]([CH2:6][CH2:7][CH2:8][CH2:9][CH2:10][CH2:11][CH2:12][CH2:13][CH2:14][CH2:15][CH2:16][CH2:17][CH2:18][CH3:19])[C:3]([OH:5])=[O:4].[C:20](OC(=O)C)(=[O:22])[CH3:21].C(Cl)(Cl)Cl.O>N1C=CC=CC=1>[C:20]([O:1][CH:2]([CH2:6][CH2:7][CH2:8][CH2:9][CH2:10][CH2:11][CH2:12][CH2:13][CH2:14][CH2:15][CH2:16][CH2:17][CH2:18][CH3:19])[C:3]([OH:5])=[O:4])(=[O:22])[CH3:21]. Procedure details: 2-Hydroxyhexadecanoic acid (1 g) was dissolved in pyridine, and acetic anhydride (0.62 g) was added to the solution in an ice bath. After 12 hours, the reaction mixture was distributed into chloroform and water, and the chloroform layer was concentrated to give 2-acetoxyhexadecanoic acid (1.10 g). To 2-acetoxyhexadecanoic acid (0.50 g) dissolved in N,N-dimethylformamide (DMF) were added para-nitrophenol (0.22 g) and N,N'-dicyclohexylcarbodiimide (0.33 g), and the mixture was stirred for 8 hours.... Starting materials: CC(=O)N1C(=O)OC(c2ccccc2)C1c1ccccc1, CCC(=O)c1ccnc(OC)c1COCc1ccccc1, C1CCOC1, C[Si](C)(C)[N-][Si](C)(C)C, [Li+]. Product: CCC(O)(CC(=O)N1C(=O)OC(c2ccccc2)C1c1ccccc1)c1ccnc(OC)c1COCc1ccccc1. RXN SMILES: [C:11]([CH3:12])(=[O:13])[N:14]1[C:15](=[O:31])[O:16][CH:17]([c:25]2[cH:26][cH:27][cH:28][cH:29][cH:30]2)[CH:18]1[c:19]1[cH:20][cH:21][cH:22][cH:23][cH:24]1.[CH2:32]([c:33]1[cH:34][cH:35][cH:36][cH:37][cH:38]1)[O:39][CH2:40][c:41]1[c:42]([O:51][CH3:52])[n:43][cH:44][cH:45][c:46]1[C:47]([CH2:48][CH3:49])=[O:50].[CH2:53]1[O:54][CH2:55][CH2:56][CH2:57]1.[CH3:1][Si:2]([N-:3][Si:4]([CH3:5])([CH3:6])[CH3:7])([CH3:8])[CH3:9].[Li+:10]>>[C:11]([CH2:12][C:47]([c:46]1[c:41]([CH2:40][O:39][CH2:32][c:33]2[cH:34][cH:35][cH:36][cH:37][cH:38]2)[c:42]([O:51][CH3:52])[n:43][cH:44][cH:45]1)([CH2:48][CH3:49])[OH:50])(=[O:13])[N:14]1[C:15](=[O:31])[O:16][CH:17]([c:25]2[cH:26][cH:27][cH:28][cH:29][cH:30]2)[CH:18]1[c:19]1[cH:20][cH:21][cH:22][cH:23][cH:24]1. Reactants: [OH-].[Na+] (sodium hydroxide), ClC1=C(C(=O)NC2=CC(=NN2C2=CC=CC=C2)C(=O)OCC)C=C(C(=C1)Cl)C1=NC=CC=C1F (ethyl 5-(2,4-dichloro-5-(3-fluoropyridin-2-yl)benzamido)-1-phenyl-1H-pyrazole-3-carboxylate), Cl (hydrochloric acid). Solvent: O (water), IMS. Reaction conditions: time 5 hour. Yields the product ClC1=C(C(=O)NC2=CC(=NN2C2=CC=CC=C2)C(=O)O)C=C(C(=C1)Cl)C1=NC=CC=C1F (5-(2,4-dichloro-5-(3-fluoropyridin-2-yl)benzamido)-1-phenyl-1H-pyrazole-3-carboxylic acid). The yield is 96.3%. RXN SMILES: [Cl:1][C:2]1[CH:26]=[C:25]([Cl:27])[C:24]([C:28]2[C:33]([F:34])=[CH:32][CH:31]=[CH:30][N:29]=2)=[CH:23][C:3]=1[C:4]([NH:6][C:7]1[N:11]([C:12]2[CH:17]=[CH:16][CH:15]=[CH:14][CH:13]=2)[N:10]=[C:9]([C:18]([O:20]CC)=[O:19])[CH:8]=1)=[O:5].[OH-].[Na+].Cl>O>[Cl:1][C:2]1[CH:26]=[C:25]([Cl:27])[C:24]([C:28]2[C:33]([F:34])=[CH:32][CH:31]=[CH:30][N:29]=2)=[CH:23][C:3]=1[C:4]([NH:6][C:7]1[N:11]([C:12]2[CH:13]=[CH:14][CH:15]=[CH:16][CH:17]=2)[N:10]=[C:9]([C:18]([OH:20])=[O:19])[CH:8]=1)=[O:5] |f:1.2|. Reported procedure: To a suspension of ethyl 5-(2,4-dichloro-5-(3-fluoropyridin-2-yl)benzamido)-1-phenyl-1H-pyrazole-3-carboxylate (Example 122A, 58.3 g, 0.117 mol) in IMS (580 mL), was added 2M aqueous sodium hydroxide solution (176 mL, 0.352 mol) and the reaction stirred at room temperature for 5 hours. The reaction mixture was diluted with water (600 mL) and acidified to pH1 with hydrochloric acid solution (40 mL, 36%). The resulting solid was filtered and washed with water (50 mL) to give the title compound as ... Reactants: FC1=CC=C(C=C1)CC1=CN=C2C(=C(C(N(C2=C1)CC(N1CCCC1)=O)=O)C(=O)OCC)O (ethyl 7-[(4-fluorophenyl)methyl]-4-hydroxy-2-oxo-1-[2-oxo-2-(1-pyrrolidinyl)ethyl]-1,2-dihydro-1,5-naphthyridine-3-carboxylate), NCC(CO)(C)C (3-amino-2,2-dimethyl-1-propanol). Yields the product FC1=CC=C(C=C1)CC1=CN=C2C(=C(C(N(C2=C1)CC(N1CCCC1)=O)=O)C(=O)NCC(CO)(C)C)O (7-[(4-Fluorophenyl)methyl]-4-hydroxy-N-(3-hydroxy-2,2-dimethylpropyl)-2-oxo-1-[2-oxo-2-(1-pyrrolidinyl)ethyl]-1,2-dihydro-1,5-naphthyridine-3-carboxamide). As a reaction SMILES: [F:1][C:2]1[CH:7]=[CH:6][C:5]([CH2:8][C:9]2[CH:18]=[C:17]3[C:12]([C:13]([OH:33])=[C:14]([C:28](OCC)=[O:29])[C:15](=[O:27])[N:16]3[CH2:19][C:20](=[O:26])[N:21]3[CH2:25][CH2:24][CH2:23][CH2:22]3)=[N:11][CH:10]=2)=[CH:4][CH:3]=1.[NH2:34][CH2:35][C:36]([CH3:40])([CH3:39])[CH2:37][OH:38]>>[F:1][C:2]1[CH:7]=[CH:6][C:5]([CH2:8][C:9]2[CH:18]=[C:17]3[C:12]([C:13]([OH:33])=[C:14]([C:28]([NH:34][CH2:35][C:36]([CH3:40])([CH3:39])[CH2:37][OH:38])=[O:29])[C:15](=[O:27])[N:16]3[CH2:19][C:20](=[O:26])[N:21]3[CH2:25][CH2:24][CH2:23][CH2:22]3)=[N:11][CH:10]=2)=[CH:4][CH:3]=1. Procedure details: This compound was prepared from ethyl 7-[(4-fluorophenyl)methyl]-4-hydroxy-2-oxo-1-[2-oxo-2-(1-pyrrolidinyl)ethyl]-1,2-dihydro-1,5-naphthyridine-3-carboxylate and 3-amino-2,2-dimethyl-1-propanol employing methods similar to those those described in Example 9 and was purified by reverse phase preparative HPLC (C-18 stationary phase; 10-100% CH3CN/water/0.1% formic acid mobile phase). The product was obtained as a white solid: 1H NMR (CDCl3) δ 14.4 (1H, br), 10.32 (1H, m), 8.56 (1H, s), 7.15 (2H, ... Starting materials: C(CCC)C1=CC=C(NC2CCN(CC2)CC2=CC(=NC=C2)C2=CC(=C(C(=C2)OC)OC)OC)C=C1 (4-(4-Butylanilino)-1-[[2-(3,4,5-trimethoxyphenyl)pyridin-4-yl]methyl]piperidine), COC=1C=C(C=C(C1OC)OC)C=1C=C(CCl)C=CC1 (3-(3,4,5-trimethoxyphenyl)benzyl chloride). The product is Cl.Cl.C(CCC)C1=CC=C(C=C1)N(CC1=CC(=CC=C1)C1=CC(=C(C(=C1)OC)OC)OC)C1CCN(CC1)CC1=CC(=NC=C1)C1=CC(=C(C(=C1)OC)OC)OC (4-[N-(4-Butylphenyl)-N-[3-(3,4,5-trimethoxyphenyl)benzyl]amino]-1-[[2-(3,4,5-trimethoxyphenyl)pyridin-4-yl]methyl]piperidine Dihydrochloride). Reaction SMILES: [CH2:1]([C:5]1[CH:36]=[CH:35][C:8]([NH:9][CH:10]2[CH2:15][CH2:14][N:13]([CH2:16][C:17]3[CH:22]=[CH:21][N:20]=[C:19]([C:23]4[CH:28]=[C:27]([O:29][CH3:30])[C:26]([O:31][CH3:32])=[C:25]([O:33][CH3:34])[CH:24]=4)[CH:18]=3)[CH2:12][CH2:11]2)=[CH:7][CH:6]=1)[CH2:2][CH2:3][CH3:4].[CH3:37][O:38][C:39]1[CH:40]=[C:41]([C:49]2[CH:50]=[C:51]([CH:54]=[CH:55][CH:56]=2)[CH2:52][Cl:53])[CH:42]=[C:43]([O:47][CH3:48])[C:44]=1[O:45][CH3:46]>>[ClH:53].[ClH:53].[CH2:1]([C:5]1[CH:6]=[CH:7][C:8]([N:9]([CH:10]2[CH2:11][CH2:12][N:13]([CH2:16][C:17]3[CH:22]=[CH:21][N:20]=[C:19]([C:23]4[CH:28]=[C:27]([O:29][CH3:30])[C:26]([O:31][CH3:32])=[C:25]([O:33][CH3:34])[CH:24]=4)[CH:18]=3)[CH2:14][CH2:15]2)[CH2:52][C:51]2[CH:54]=[CH:55][CH:56]=[C:49]([C:41]3[CH:42]=[C:43]([O:47][CH3:48])[C:44]([O:45][CH3:46])=[C:39]([O:38][CH3:37])[CH:40]=3)[CH:50]=2)=[CH:35][CH:36]=1)[CH2:2][CH2:3][CH3:4] |f:2.3.4|. Procedure: 4-(4-Butylanilino)-1-[[2-(3,4,5-trimethoxyphenyl)pyridin-4-yl]methyl]piperidine (147 mg) and 3-(3,4,5-trimethoxyphenyl)benzyl chloride (114 mg) were condensed in the same manner as described in Example 9. The title compound was obtained as yellow powder after converting a free base to a dihydrochloride. The reactants are BrC=1C=NC=2CCCC2C1 (3-bromo-6,7-dihydro-5H-[1]pyrindine), ClC=1C=C(C(=O)OO)C=CC1 (3-chloroperoxybenzoic acid), ClC=1C=C(C(=O)OO)C=CC1 (3-chloroperoxybenzoic acid). The solvent is C(Cl)(Cl)Cl (CHCl3). Conditions: temperature 0 celsius. The product is BrC=1C=[N+](C=2CCCC2C1)[O-] (3-Bromo-6,7-dihydro-5H-[1]pyrindine N-Oxide). RXN SMILES: [Br:1][C:2]1[CH:3]=[N:4][C:5]2[CH2:6][CH2:7][CH2:8][C:9]=2[CH:10]=1.ClC1C=C(C=CC=1)C(OO)=[O:16]>C(Cl)(Cl)Cl>[Br:1][C:2]1[CH:3]=[N+:4]([O-:16])[C:5]2[CH2:6][CH2:7][CH2:8][C:9]=2[CH:10]=1. Reported procedure: A solution of 3-bromo-6,7-dihydro-5H-[1]pyrindine (4 gm) and 3-chloroperoxybenzoic acid (2 equiv.) in CHCl3 was refluxed for 3 hours. An additional equivalent of 3-chloroperoxybenzoic acid was added to the reaction and heating was continued for another hour. The reaction was then cooled to 0° C., filtered, and extracted into CH2Cl2 from 1:1 saturated NaHCO3 /NaHCO3 (using caution), dried over Na2SO4, filtered, and evaporated. The residue was chromatographed on silica gel using 10:1 hexane/ethyl ... Reactants: [H][H], [Na+], [OH-], O=c1[nH]ncc2ccc(O)cc12, O=c1[nH]ncc2cc([N+](=O)[O-])c(O)cc12. Yields the product Nc1cc2cn[nH]c(=O)c2cc1O. Reaction SMILES: [H:28][H:29].[Na+:31].[OH-:30].[OH:16][c:17]1[cH:18][c:19]2[c:20]([cH:21][n:22][nH:23][c:24]2=[O:25])[cH:26][cH:27]1.[OH:1][c:2]1[c:3]([N+:13]([O-:14])=[O:15])[cH:4][c:5]2[cH:6][n:7][nH:8][c:9](=[O:12])[c:10]2[cH:11]1>>[OH:1][c:2]1[c:3]([NH2:13])[cH:4][c:5]2[cH:6][n:7][nH:8][c:9](=[O:12])[c:10]2[cH:11]1.